From a dataset of the Open Reaction Database (ORD), a public repository of structured organic reaction records. describe an organic reaction: reactants, conditions, products, and yield The product is COC=1C=C(C=CC1OC)C1=NN(C([C@H]2CCCC[C@@H]12)=O)CC=1C=C(C(=O)O)C=CC1 ((cis)-3-(4-(3,4-Dimethoxyphenyl)-1-oxo-4a,5,6,7,8,8a-hexahydro-1H-phthalazin-2-ylmethyl)benzoic acid). As a reaction SMILES: [CH3:1][O:2][C:3]1[CH:4]=[C:5]([C:11]2[C@H:20]3[C@H:15]([CH2:16][CH2:17][CH2:18][CH2:19]3)[C:14](=[O:21])[NH:13][N:12]=2)[CH:6]=[CH:7][C:8]=1[O:9][CH3:10].Br[CH2:23][C:24]1[CH:25]=[C:26]([CH:30]=[CH:31][CH:32]=1)[C:27]([OH:29])=[O:28].COC1C=C(C2[C@H]3[C@H](CCCC3)C(=O)N(CC3C=CC(C(O)=O)=CC=3)N=2)C=CC=1OC>>[CH3:1][O:2][C:3]1[CH:4]=[C:5]([C:11]2[C@H:20]3[C@H:15]([CH2:16][CH2:17][CH2:18][CH2:19]3)[C:14](=[O:21])[N:13]([CH2:23][C:24]3[CH:25]=[C:26]([CH:30]=[CH:31][CH:32]=3)[C:27]([OH:29])=[O:28])[N:12]=2)[CH:6]=[CH:7][C:8]=1[O:9][CH3:10]. Reported procedure: Prepared from compound 1 and 3-bromomethylbenzoic acid as described for compound 83. Purified by chromatography (ethyl acetate). Crystallized from diethyl ether. M.p. 133°-136° C. The reactants are COC=1C=C(C=CC1OC)C1=NNC([C@H]2CCCC[C@@H]12)=O ((cis)-4-(3,4-Dimethoxyphenyl)-4a,5,6,7,8,8a-hexahydro-2H-phthalazin-1-one), BrCC=1C=C(C(=O)O)C=CC1 (3-bromomethylbenzoic acid), COC=1C=C(C=CC1OC)C1=NN(C([C@H]2CCCC[C@@H]12)=O)CC1=CC=C(C(=O)O)C=C1 ((cis)-4-(4-(3,4-Dimethoxyphenyl)-1-oxo-4a,5,6,7,8,8a-hexahydro-1H-phthalazin-2-ylmethyl)-benzoic acid). Reactants: N(=O)OCCC(C)C (isoamyl nitrite), NC1=C(OC=2C(=NC=CC2)OC(C(=O)OC)C)C=C(C(=C1)F)N1C(N(C(=CC1=O)C(F)(F)F)C)=O (methyl 2-[3-{2-amino-4-fluoro-5-[3-methyl-2,6-dioxo-4-(trifluoromethyl)-1,2,3,6-tetrahydropyrimidin-1-yl]phenoxy}-2-pyridyloxy]propionate), Cl (hydrochloric acid). The reagents and catalysts are [Cu]Cl (copper (I) chloride), [Cu](Cl)Cl (copper (II) chloride). The solvent is C(C)#N (acetonitrile). Run at time 1 hour. Product: ClC1=C(OC=2C(=NC=CC2)OC(C(=O)OC)C)C=C(C(=C1)F)N1C(N(C(=CC1=O)C(F)(F)F)C)=O (methyl 2-[3-{2-chloro-4-fluoro-5-[3-methyl-2,6-dioxo-4-(trifluoromethyl)-1,2,3,6-tetrahydropyrimidin-1-yl]phenoxy}-2-pyridyloxy]propionate). Reaction SMILES: N(OCCC(C)C)=O.N[C:10]1[CH:29]=[C:28]([F:30])[C:27]([N:31]2[C:36](=[O:37])[CH:35]=[C:34]([C:38]([F:41])([F:40])[F:39])[N:33]([CH3:42])[C:32]2=[O:43])=[CH:26][C:11]=1[O:12][C:13]1[C:14]([O:19][CH:20]([CH3:25])[C:21]([O:23][CH3:24])=[O:22])=[N:15][CH:16]=[CH:17][CH:18]=1.[ClH:44]>[Cu]Cl.[Cu](Cl)Cl.C(#N)C>[Cl:44][C:10]1[CH:29]=[C:28]([F:30])[C:27]([N:31]2[C:36](=[O:37])[CH:35]=[C:34]([C:38]([F:41])([F:40])[F:39])[N:33]([CH3:42])[C:32]2=[O:43])=[CH:26][C:11]=1[O:12][C:13]1[C:14]([O:19][CH:20]([CH3:25])[C:21]([O:23][CH3:24])=[O:22])=[N:15][CH:16]=[CH:17][CH:18]=1. Procedure: First, 18 mg of isoamyl nitrite was added dropwise to a mixture of 0.16 g of methyl 2-[3-{2-amino-4-fluoro-5-[3-methyl-2,6-dioxo-4-(trifluoromethyl)-1,2,3,6-tetrahydropyrimidin-1-yl]phenoxy}-2-pyridyloxy]propionate, 63 mg of copper (I) chloride, 129 mg of copper (II) chloride, and 1.5 ml of acetonitrile at 0° C., and the mixture was stirred for 1 hour and further stirred at room temperature for 1 hour. The reaction mixture was poured into a mixture of 1N hydrochloric acid and ice, and the mixtur... Reactants: BrC1=C(C=C(C=C1C)I)C (2-bromo-5-iodo-1,3-dimethylbenzene), NC1(CC1)C(=O)O (1-aminocyclopropane carboxylic acid), C1(=NNCCCCCCCC1)C1=CCCCCCCCCC1 (diazabicycloundecene). The reagents and catalysts are [Cu](I)I (copper iodide). Solvent: CC(=O)N(C)C (dimethylacetamide). Conditions: temperature 120 celsius, time 3 hour. The product is BrC1=C(C=C(C=C1C)NC1(CC1)C(=O)O)C (1-((4-bromo-3,5-dimethylphenyl)amino)cyclopropane carboxylic acid). Isolated yield 79.9%. RXN SMILES: [Br:1][C:2]1[C:7]([CH3:8])=[CH:6][C:5](I)=[CH:4][C:3]=1[CH3:10].[NH2:11][C:12]1([C:15]([OH:17])=[O:16])[CH2:14][CH2:13]1.C1(C2CCCCCCCCCC=2)CCCCCCCCNN=1>CC(N(C)C)=O.[Cu](I)I>[Br:1][C:2]1[C:7]([CH3:8])=[CH:6][C:5]([NH:11][C:12]2([C:15]([OH:17])=[O:16])[CH2:14][CH2:13]2)=[CH:4][C:3]=1[CH3:10]. Reported procedure: A mixture of 2-bromo-5-iodo-1,3-dimethylbenzene (300 mg, 0.965 mmol), 1-aminocyclopropane carboxylic acid (195 mg, 1.93 mmol), copper iodide (I) (37 mg, 0.194 mmol), and diazabicycloundecene (0.50 mL, 3.35 mmol) in dimethylacetamide (2.6 mL) was stirred at 120° C. for three hours under nitrogen atmosphere. The reaction mixture was purified by silica gel column chromatography (Wakosil C18, acetonitrile-water (0.1% formic acid)) to afford 1-((4-bromo-3,5-dimethylphenyl)amino)cyclopropane carboxyli...